describe an organic reaction: reactants, conditions, products, and yield From a dataset of the Open Reaction Database (ORD), a public repository of structured organic reaction records. Reactants: CC(=O)[O-], CC(=O)O, Cc1cc2c(Cl)ccnc2[nH]1, [Na+]. The product is Cc1cc2c(O)ccnc2[nH]1. Reaction SMILES: [CH3:13][C:14]([O-:15])=[O:16].[CH3:17][C:18](=[O:19])[OH:20].[Cl:1][c:2]1[c:3]2[c:4]([n:5][cH:6][cH:7]1)[nH:8][c:9]([CH3:11])[cH:10]2.[Na+:12]>>[c:2]1([OH:15])[c:3]2[c:4]([n:5][cH:6][cH:7]1)[nH:8][c:9]([CH3:11])[cH:10]2. As a reaction SMILES: [C:1]([C:3]([NH:8][C:9](=[O:15])/[CH:10]=[CH:11]\[C:12]([OH:14])=O)([CH3:7])[CH:4]([CH3:6])[CH3:5])#[N:2].C([O-])(=O)C.[Na+]>C(OC(=O)C)(=O)C>[CH:4]([C:3]([CH3:7])([N:8]1[C:9](=[O:15])[CH:10]=[CH:11][C:12]1=[O:14])[C:1]#[N:2])([CH3:6])[CH3:5] |f:1.2|. Procedure details: A solution of N-(1-cyano-1,2-dimethylpropyl)maleamic acid (595 g, 2.83 mol) in acetic anhydride (3.96 liters) containing sodium acetate (13.72 g, 0.167 mol) is heated under reflux for one hour, cooled and the solvent removed in vacuo. The product is distilled* at 120°-130° C./0.1 mm to give 337 g (63%) of product. Yield: 62.0%. Starting materials: C(#N)C(C(C)C)(C)NC(\C=C/C(=O)O)=O (N-(1-cyano-1,2-dimethylpropyl)maleamic acid), C(C)(=O)[O-].[Na+] (sodium acetate). Product: C(C)(C)C(C#N)(N1C(C=CC1=O)=O)C (α-isopropyl-α-methyl-2,5-dioxo-3-pyrroline-1-acetonitrile). Run in C(C)(=O)OC(C)=O (acetic anhydride). Reactants: C(C1=CC=CC=C1)N1CCC(CC1)N (1-benzyl-piperidin-4-yl-amine), FC1=CC=C(OC=2C=C3C=NN(C3=CC2C(=O)N)CC(C)C)C=C1 (5-(4-fluorophenoxy)-1-isobutyl-1H-indazole-6-carboxylic acid amide), FC1=CC=C(OC=2C=C3C=NN(C3=CC2C(=O)N)CC(C)C)C=C1 (5-(4-fluorophenoxy)-1-isobutyl-1H-indazole-6-carboxylic acid amide), C(=O)(N1C=NC=C1)N1C=NC=C1 (carbonyldiimidazole). Run in C1CCOC1 (THF). Run at time 18 hour. The product is C(C1=CC=CC=C1)N1CCC(CC1)NC(=O)C1=C(C=C2C=NN(C2=C1)CC(C)C)OC1=CC=C(C=C1)F (5-(4-fluorophenoxy)-1-isobutyl-1H-indazole-6-carboxylic acid (1-benzylpiperidin-4-yl)-amide). The yield is 97.0%. Reaction SMILES: [F:1][C:2]1[CH:24]=[CH:23][C:5]([O:6][C:7]2[CH:8]=[C:9]3[C:13](=[CH:14][C:15]=2[C:16]([NH2:18])=[O:17])[N:12]([CH2:19][CH:20]([CH3:22])[CH3:21])[N:11]=[CH:10]3)=[CH:4][CH:3]=1.C(N1C=CN=C1)(N1C=CN=C1)=O.[CH2:37]([N:44]1[CH2:49][CH2:48][CH:47](N)[CH2:46][CH2:45]1)[C:38]1[CH:43]=[CH:42][CH:41]=[CH:40][CH:39]=1>C1COCC1>[CH2:37]([N:44]1[CH2:49][CH2:48][CH:47]([NH:18][C:16]([C:15]2[CH:14]=[C:13]3[C:9]([CH:10]=[N:11][N:12]3[CH2:19][CH:20]([CH3:22])[CH3:21])=[CH:8][C:7]=2[O:6][C:5]2[CH:23]=[CH:24][C:2]([F:1])=[CH:3][CH:4]=2)=[O:17])[CH2:46][CH2:45]1)[C:38]1[CH:43]=[CH:42][CH:41]=[CH:40][CH:39]=1. Procedure: A solution of 5-(4-fluorophenoxy)-1-isobutyl-1H-indazole-6-carboxylic acid (compound 10g, prepared as described in Example 46) in THF was treated with carbonyldiimidazole (1.2 equivalents) at room temperature under nitrogen atmosphere. After stirring for 18 hours, the reaction was treated with 1-benzyl-piperidin-4-yl-amine (1 equivalent). After an additional 18 hours, the solvent was allowed to slowly evaporate and the residue was purified in a Sep Pak cartridge eluting with a gradient of 100% C... Starting materials: O=c1ccn(CCO)c(C(O)c2ccc(Br)cc2)c1OCc1ccccc1, CCOC(C)=O, Cl, [Na+], [OH-]. Yields the product O=c1ccn(CCO)c(C(O)c2ccc(Br)cc2)c1O. Reaction SMILES: [CH2:2]([c:3]1[cH:4][cH:5][cH:6][cH:7][cH:8]1)[O:9][c:10]1[c:11]([CH:20]([c:21]2[cH:22][cH:23][c:24]([Br:27])[cH:25][cH:26]2)[OH:28])[n:12]([CH2:17][CH2:18][OH:19])[cH:13][cH:14][c:15]1=[O:16].[CH3:31][CH2:32][O:33][C:34](=[O:35])[CH3:36].[ClH:1].[Na+:30].[OH-:29]>>[OH:9][c:10]1[c:11]([CH:20]([c:21]2[cH:22][cH:23][c:24]([Br:27])[cH:25][cH:26]2)[OH:28])[n:12]([CH2:17][CH2:18][OH:19])[cH:13][cH:14][c:15]1=[O:16].